Dataset: the Open Reaction Database (ORD), a public repository of structured organic reaction records. Task: describe an organic reaction: reactants, conditions, products, and yield Reactants: COC(=O)C(CC1CCCC1)n1ncc(N(C)c2ccccc2)cc1=O, CO, Cl, [Na+], [OH-], O. Product: CN(c1ccccc1)c1cnn(C(CC2CCCC2)C(=O)O)c(=O)c1. As a reaction SMILES: [CH3:1][O:2][C:3]([CH:4]([CH2:5][CH:6]1[CH2:7][CH2:8][CH2:9][CH2:10]1)[n:11]1[n:12][cH:13][c:14]([N:18]([c:19]2[cH:20][cH:21][cH:22][cH:23][cH:24]2)[CH3:25])[cH:15][c:16]1=[O:17])=[O:26].[CH3:30][OH:31].[ClH:29].[Na+:28].[OH-:27].[OH2:32]>>[O:2]=[C:3]([CH:4]([CH2:5][CH:6]1[CH2:7][CH2:8][CH2:9][CH2:10]1)[n:11]1[n:12][cH:13][c:14]([N:18]([c:19]2[cH:20][cH:21][cH:22][cH:23][cH:24]2)[CH3:25])[cH:15][c:16]1=[O:17])[OH:26]. The reactants are ice water, C(C1=CC=CC=C1)(=O)OOC(C1=CC=CC=C1)=O (Benzoyl peroxide), C(C(=C)C)(=O)O[Sn](CCCC)(CCCC)CCCC (tri-n-butylstannyl methacrylate), C(C(=C)C)(=O)OCC (ethyl methacrylate), CCCCCC (n-hexane), C(C(=C)C)(=O)O[Sn](CCCC)(CCCC)CCCC (tri-n-butylstannyl methacrylate), C(C(=C)C)(=O)OCC (ethyl methacrylate), C(C1=CC=CC=C1)(=O)OOC(C1=CC=CC=C1)=O (benzoyl peroxide). The solvent is C=1(C(=CC=CC1)C)C (xylene), C=1(C(=CC=CC1)C)C (xylene). Run at time 8 hour. The product is C(C(=C)C)(=O)O[Sn](CCCC)(CCCC)CCCC.C(C(=C)C)(=O)OCC (tri-n-butylstannyl methacrylate ethyl methacrylate). RXN SMILES: [C:1]([O:6][Sn:7]([CH2:16][CH2:17][CH2:18][CH3:19])([CH2:12][CH2:13][CH2:14][CH3:15])[CH2:8][CH2:9][CH2:10][CH3:11])(=[O:5])[C:2]([CH3:4])=[CH2:3].[C:20]([O:25][CH2:26][CH3:27])(=[O:24])[C:21]([CH3:23])=[CH2:22].C(OOC(=O)C1C=CC=CC=1)(=O)C1C=CC=CC=1.CCCCCC>C1(C)C(C)=CC=CC=1>[C:1]([O:6][Sn:7]([CH2:8][CH2:9][CH2:10][CH3:11])([CH2:16][CH2:17][CH2:18][CH3:19])[CH2:12][CH2:13][CH2:14][CH3:15])(=[O:5])[C:2]([CH3:4])=[CH2:3].[C:20]([O:25][CH2:26][CH3:27])(=[O:24])[C:21]([CH3:23])=[CH2:22] |f:5.6|. Procedure details: Methacrylic acid (0.1 mol) and tri-n-butylhydroxystannane (0.1 mol) were dissolved in xylene and subjected to reaction. The water that formed as the reaction proceeded was removed together with the solvent by distillation. The by-product of the reaction was distilled off under vacuum and the residue was dried under vacuum to obtain tri-n-butylstannyl methacrylate (m.p. 46° C.; yield, 64%). This tri-n-butylstannyl methacrylate and ethyl methacrylate were put into a round-bottom flask at a molar r... Reactants: Cc1ccc([N+](=O)[O-])cc1Nc1nccc(-c2cccnc2)n1, CCOC(C)=O, CCO, [Cl-], O, O. Product: Cc1ccc(N)cc1Nc1nccc(-c2cccnc2)n1. As a reaction SMILES: [CH3:1][c:2]1[c:3]([NH:11][c:12]2[n:13][cH:14][cH:15][c:16](-[c:18]3[cH:19][n:20][cH:21][cH:22][cH:23]3)[n:17]2)[cH:4][c:5]([N+:8]([O-:9])=[O:10])[cH:6][cH:7]1.[CH3:27][CH2:28][O:29][C:30](=[O:31])[CH3:32].[CH3:33][CH2:34][OH:35].[Cl-:26].[OH2:24].[OH2:25]>>[CH3:1][c:2]1[c:3]([NH:11][c:12]2[n:13][cH:14][cH:15][c:16](-[c:18]3[cH:19][n:20][cH:21][cH:22][cH:23]3)[n:17]2)[cH:4][c:5]([NH2:8])[cH:6][cH:7]1. Starting materials: NCC(O)C1=CC(=CC=C1)Cl (2-amino-1-(3-chlorophenyl)ethanol), [BH4-].[Na+] (sodium borohydride), O=C(COC1=CC=C(C=C1)CCC(=O)OC)C (methyl 3-[4-(2-oxopropoxy)phenyl]propionate), C1=CC=CC=C1 (benzene). Solvent: CO (methanol). The product is OCCCC1=CC=C(OCC(C)NCC(O)C2=CC(=CC=C2)Cl)C=C1 (2-{2-[4-(3-Hydroxypropyl) phenoxy]-1-methylethyl}amino-1-(3-chlorophenyl) ethanol). Yield: 53.8%. RXN SMILES: [NH2:1][CH2:2][CH:3]([C:5]1[CH:10]=[CH:9][CH:8]=[C:7]([Cl:11])[CH:6]=1)[OH:4].O=[C:13]([CH3:28])[CH2:14][O:15][C:16]1[CH:21]=[CH:20][C:19]([CH2:22][CH2:23][C:24](OC)=[O:25])=[CH:18][CH:17]=1.C1C=CC=CC=1.[BH4-].[Na+]>CO>[OH:25][CH2:24][CH2:23][CH2:22][C:19]1[CH:20]=[CH:21][C:16]([O:15][CH2:14][CH:13]([NH:1][CH2:2][CH:3]([C:5]2[CH:10]=[CH:9][CH:8]=[C:7]([Cl:11])[CH:6]=2)[OH:4])[CH3:28])=[CH:17][CH:18]=1 |f:3.4|. Reported procedure: A procedure similar to that described in Example 2 was repeated, except that 4.3 g of 2-amino-1-(3-chlorophenyl)ethanol (prepared as described in Preparation 8), 3.5 g of methyl 3-[4-(2-oxopropoxy)phenyl]propionate (prepared as described in Preparation 5), 150 ml of benzene, 150 ml of absolute methanol and 6.12 g of sodium borohydride were used. A crude product was obtained, and this was purified by column chromatography through silica gel, using a 10:1 by volume mixture of ethyl acetate and eth... Starting materials: FC1=CC=C(C=C1)S(=O)(=O)N=C=O (4-fluorobenzenesulfonylisocyanate), NC1=C(C(=O)O)C=CC(=C1)Cl (2-amino-4-chlorobenzoic acid). Product: ClC1=CC=C2C(N(C(NC2=C1)=O)S(=O)(=O)C1=CC=C(C=C1)F)=O (7-choro-3-(4-fluorobenzenesulfonyl)-2,4(1H,3H)-quinazolinedione). The yield is 26.8%. RXN SMILES: [F:1][C:2]1[CH:7]=[CH:6][C:5]([S:8]([N:11]=[C:12]=[O:13])(=[O:10])=[O:9])=[CH:4][CH:3]=1.[NH2:14][C:15]1[CH:23]=[C:22]([Cl:24])[CH:21]=[CH:20][C:16]=1[C:17]([OH:19])=O>>[Cl:24][C:22]1[CH:23]=[C:15]2[C:16]([C:17](=[O:19])[N:11]([S:8]([C:5]3[CH:6]=[CH:7][C:2]([F:1])=[CH:3][CH:4]=3)(=[O:9])=[O:10])[C:12](=[O:13])[NH:14]2)=[CH:20][CH:21]=1. Reported procedure: 1.72 g (8.57 mmol) of 4-fluorobenzenesulfonylisocyanate and 1.47 g (8.57 mmol) of 2-amino-4-chlorobenzoic acid were treated in the same way as in Example 1 to obtain 815 mg of the above-identified compound (yield 26.8%). Properties: colorless crystal, Melting point: >250° C., PMR (δppm, DMSO-d6): 7.12 (1H,s), 7.23 (1H,d), 7.49-7.55 (2H,m), 7.86 (1H,d), 8.23-8.28 (2H,m), 11.90 (1H,br).